Dataset: the Open Reaction Database (ORD), a public repository of structured organic reaction records. Task: describe an organic reaction: reactants, conditions, products, and yield The reactants are C(C1=CC=CC=C1)Br (benzyl bromide), CC=1SC=CC1C (2,3-dimethylthiophene), BuLi hexanes, C(=O)=O.CC(=O)C (dry ice acetone). The solvent is C1CCOC1 (THF), C1CCOC1 (THF). Conditions: temperature -78 celsius, time 0.75 hour. The product is C(C1=CC=CC=C1)C=1SC(=C(C1)C)C (2-Benzyl-4,5-dimethylthiophene). The yield is 77.1%. Reaction SMILES: [CH3:1][C:2]1[S:3][CH:4]=[CH:5][C:6]=1[CH3:7].C(=O)=O.CC(C)=O.[CH2:15](Br)[C:16]1[CH:21]=[CH:20][CH:19]=[CH:18][CH:17]=1>C1COCC1>[CH2:15]([C:4]1[S:3][C:2]([CH3:1])=[C:6]([CH3:7])[CH:5]=1)[C:16]1[CH:21]=[CH:20][CH:19]=[CH:18][CH:17]=1 |f:1.2|. Procedure: At -78° C., to a stirred solution of 2,3-dimethylthiophene (5.00 g, 44.6 mmol) in THF (89.3 mL) was added dropwise 2.5M BuLi/hexanes (17.9 mL, 44.6 mmol). After the addition was complete, the dry ice/acetone bath was replaced with a water ice bath and the reaction was stirred for 0.75 h. At -78° C., to the reaction was added a solution of benzyl bromide (5.30 mL, 44.6 mmol) in THF (44.6 mL) that had been previously cooled to -78° C. After the addition was complete, the reaction was stirred for 1... Reactants: ClC1=C(CO)C=C(C(=C1)F)[N+](=O)[O-] (2-chloro-4-fluoro-5-nitrobenzyl alcohol). Reagents/catalysts: [Pt]=O (platinum oxide). The solvent is C(C)(=O)O (acetic acid). Product: ClC1=C(CO)C=C(C(=C1)F)N (2-chloro-4-fluoro-5-aminobenzyl alcohol). The yield is 96.5%. RXN SMILES: [Cl:1][C:2]1[CH:9]=[C:8]([F:10])[C:7]([N+:11]([O-])=O)=[CH:6][C:3]=1[CH2:4][OH:5]>[Pt]=O.C(O)(=O)C>[Cl:1][C:2]1[CH:9]=[C:8]([F:10])[C:7]([NH2:11])=[CH:6][C:3]=1[CH2:4][OH:5]. Reported procedure: In a Parr hydrogenation apparatus were placed 6.5 g (0.032 mole) of 2-chloro-4-fluoro-5-nitrobenzyl alcohol, 0.3 g of platinum oxide catalyst, and 100 ml of glacial acetic acid. Hydrogenation required 1.5 hours after which the catalyst was removed by filtration and the solvent was evaporated under reduced pressure, leaving 5.42 g of 2-chloro-4-fluoro-5-aminobenzyl alcohol as a tan solid. The nmr and ir spectra were consistent with the proposed structure. Reactants: CC1(C)SC2C(NC(=O)C(N)c3ccc(O)cc3)C(=O)N2C1C(=O)O, Cl, Cl, O. The product is CC1(C)SC2C(NC(=O)C(N)c3ccc(O)cc3)C(=O)N2C1C(=O)O. RXN SMILES: [CH:1]12[S:2][C:3]([CH3:4])([CH3:5])[CH:6]([C:23]([OH:24])=[O:25])[N:7]1[C:8](=[O:9])[CH:10]2[NH:11][C:12](=[O:13])[CH:14]([NH2:15])[c:16]1[cH:17][cH:18][c:19]([OH:20])[cH:21][cH:22]1.[ClH:26].[ClH:27].[OH2:28]>>[CH:1]12[S:2][C:3]([CH3:4])([CH3:5])[CH:6]([C:23](=[O:24])[OH:25])[N:7]1[C:8](=[O:9])[CH:10]2[NH:11][C:12](=[O:13])[CH:14]([NH2:15])[c:16]1[cH:17][cH:18][c:19]([OH:20])[cH:21][cH:22]1. Reaction SMILES: [C:1]([CH2:2][C:3](=[O:4])[OH:5])(=[O:6])[OH:7].[C:8]([CH3:9])(=[O:10])[N:11]([CH2:12][CH3:13])[CH2:14][CH3:15].[CH3:35][CH2:36][OH:37].[CH3:38][N:39]([CH3:40])[CH:41]=[O:42].[CH:18](=[CH2:19])[c:20]1[cH:21][cH:22][c:23]([C:26]([CH2:27][CH2:28][CH2:29][CH2:30][CH2:31][CH2:32][CH3:33])=[O:34])[cH:24][cH:25]1.[H-:16].[Na+:17].[OH2:43]>>[C:1]([CH2:2][C:3](=[O:4])[OH:5])(=[O:6])[O:7][CH2:19][CH2:18][c:20]1[cH:21][cH:22][c:23]([C:26]([CH2:27][CH2:28][CH2:29][CH2:30][CH2:31][CH2:32][CH3:33])=[O:34])[cH:24][cH:25]1.[C:8]([CH3:9])(=[O:10])[N:11]([CH2:12][CH3:13])[CH2:14][CH3:15]. The reactants are O=C(O)CC(=O)O, CCN(CC)C(C)=O, CCO, CN(C)C=O, C=Cc1ccc(C(=O)CCCCCCC)cc1, [H-], [Na+], O. Product: CCCCCCCC(=O)c1ccc(CCOC(=O)CC(=O)O)cc1, CCN(CC)C(C)=O.